From a dataset of the Open Reaction Database (ORD), a public repository of structured organic reaction records. describe an organic reaction: reactants, conditions, products, and yield Solvent: C(C)#N (acetonitrile). Yields the product BrCC1CSC2=C(C1)C=C(C=C2)OC (3-bromomethyl-6-methoxy-3,4-dihydro-2H-1-benzothiopyran). As a reaction SMILES: O[CH2:2][CH:3]1[CH2:8][C:7]2[CH:9]=[C:10]([O:13][CH3:14])[CH:11]=[CH:12][C:6]=2[S:5][CH2:4]1.[Br:15]P(Br)(C1C=CC=CC=1)(C1C=CC=CC=1)C1C=CC=CC=1>C(#N)C>[Br:15][CH2:2][CH:3]1[CH2:8][C:7]2[CH:9]=[C:10]([O:13][CH3:14])[CH:11]=[CH:12][C:6]=2[S:5][CH2:4]1. The reactants are OCC1CSC2=C(C1)C=C(C=C2)OC (3-hydroxymethyl-6-methoxy-3,4-dihydro-2H-1-benzothiopyran), BrP(C1=CC=CC=C1)(C1=CC=CC=C1)(C1=CC=CC=C1)Br (dibromotriphenylphosphorane). Reported procedure: The alcohol (3.43 g, 16.31 mmol) is dissolved in 150 ml of acetonitrile and treated with dibromotriphenylphosphorane (6.88 g, 16.31 mmol). The solvent is removed in vacuo, and the residue is triturated with ether. The solid is removed by filtration and washed with ether. The ether solution is concentrated and the residue is chromatographed (silica gel, 20% EtOAc/hexane) to give 3-bromomethyl-6-methoxy-3,4-dihydro-2H-1-benzothiopyran as an oil. Starting materials: C1(CC(CCC1)=O)=O (1,3-Cyclohexanedione), FC=1C=C(C=O)C=CC1F (3,4-difluorobenzaldehyde), NC1=NNC=C1 (3-aminopyrazole). The product is FC=1C=C(C=CC1F)C1N2C(NC=3CCCC(C13)=O)=CC=N2 (9-(3,4-Difluorophenyl)-5,6,7,9-tetrahydropyrazolo[5,1-b]quinazolin-8(4H)-one). As a reaction SMILES: [C:1]1(=[O:8])[CH2:6][CH2:5][CH2:4][C:3](=O)[CH2:2]1.[F:9][C:10]1[CH:11]=[C:12]([CH:15]=[CH:16][C:17]=1[F:18])[CH:13]=O.[NH2:19][C:20]1[CH:24]=[CH:23][NH:22][N:21]=1>>[F:9][C:10]1[CH:11]=[C:12]([CH:13]2[C:2]3[C:1](=[O:8])[CH2:6][CH2:5][CH2:4][C:3]=3[NH:19][C:20]3=[CH:24][CH:23]=[N:22][N:21]23)[CH:15]=[CH:16][C:17]=1[F:18]. Procedure: 1,3-Cyclohexanedione, 3,4-difluorobenzaldehyde and 3-aminopyrazole were processed as described in General Procedure A to provide the title compound. Reactants: CC(C)(C)C1=CC=C(C=C1)CC(CC)=O (1-[4-(1,1-dimethylethyl)phenyl]butanone), C(\C=C/C(=O)O)(=O)O.C1=CC=CC=2C(C3=C(CCC21)C=CC=C3)=C3CCN(CC3)CCCC(=O)C3=CC=C(C=C3)C(C)(C)C (4-[4-(10,11-dihydro-5H-dibenzo[a,d]cyclohepten-5-ylidene)-1-piperidinyl]-1-[4-(1,1-dimethylethyl)phenyl]-1-butanone maleate), 11-[1-[4-[4-(1,1-dimethylethyl)phenyl]-4-hydroxybuty]]-4-piperidinyl, C1=CC=CC=2OCC3=C(C(C21)O)C=CC=C3 (6,11-dihydrodibenz[b,e]oxepin-11-ol). Run in CCOCC (ether). Product: CC(C)(C)C1=CC=C(C=C1)C(CCCN1CCC(CC1)C1(C2=C(OCC3=C1C=CC=C3)C=CC=C2)O)O (11-[1-[4-[4-(1,1-Dimethylethyl)phenyl]-4-hydroxybutyl]-4-piperidinyl]-6,11-dihydrodibenz[b,e]oxepin-11-ol). As a reaction SMILES: CC(C1C=CC(CC(=O)CC)=CC=1)(C)C.C(O)(=O)/C=C\C(O)=O.C1C2CCC3C=CC=CC=3C(=[C:39]3[CH2:44][CH2:43][N:42]([CH2:45][CH2:46][CH2:47][C:48]([C:50]4[CH:55]=[CH:54][C:53]([C:56]([CH3:59])([CH3:58])[CH3:57])=[CH:52][CH:51]=4)=[O:49])[CH2:41][CH2:40]3)C=2C=CC=1.[CH:60]1[C:70]2[CH:69]([OH:71])[C:68]3[CH:72]=[CH:73][CH:74]=[CH:75][C:67]=3[CH2:66][O:65][C:64]=2[CH:63]=[CH:62][CH:61]=1>CCOCC>[CH3:59][C:56]([C:53]1[CH:54]=[CH:55][C:50]([CH:48]([OH:49])[CH2:47][CH2:46][CH2:45][N:42]2[CH2:41][CH2:40][CH:39]([C:69]3([OH:71])[C:68]4[CH:72]=[CH:73][CH:74]=[CH:75][C:67]=4[CH2:66][O:65][C:64]4[CH:63]=[CH:62][CH:61]=[CH:60][C:70]3=4)[CH2:44][CH2:43]2)=[CH:51][CH:52]=1)([CH3:57])[CH3:58] |f:1.2|. Procedure: By procedures essentially the same as those described in Example 2, and by substituting 4-[4-(6,1]-dihydro-11-hydroxydibenz[b,e]oxepin-11-yl)-1-piperidinyl]-1-[4-(1,1-dimethylethyl)phenyl]butanone for 4-[4-(10,11-dihydro-5H-dibenzo[a,d]cyclohepten-5-ylidene)-1-piperidinyl]-1-[4-(1,1-dimethylethyl)phenyl]-1-butanone maleate; the corresponding 11-[1-[4-[4-(1,1-dimethylethyl)phenyl]-4-hydroxybuty]]-4-piperidinyl]-6,11-dihydrodibenz[b,e]oxepin-11-ol, mp 135°-137° C. and 162-165° C. (ether), was prep...